The task is: describe an organic reaction: reactants, conditions, products, and yield. This data is from the Open Reaction Database (ORD), a public repository of structured organic reaction records. Starting materials: [Mg] (magnesium), BrC=1C=C(C=CC1)Cl (3-bromochlorobenzene), FC1=CC2=C(C(=NO2)CCCN2CCC(CC2)=O)C=C1 (1-[3-(6-fluoro-1,2-benzisoxazol-3-yl)propyl]-4-piperidone), [Cl-].[NH4+] (ammonium chloride). Reagents/catalysts: BrC(C)Br (dibromoethane). Product: Cl.ClC=1C=C(C=CC1)C1(CCN(CC1)CCCC1=NOC2=C1C=CC(=C2)F)O (4-(3-Chlorophenyl)-1-[3-(6-fluoro-1,2-benzisoxazol-3-yl)propyl]-4-hydroxypiperidine hydrochloride). Solvent: CCOCC (ether), O1CCCC1 (tetrahydrofuran), CCOCC (ether), CCOCC (ether), O1CCCC1 (tetrahydrofuran). Reported procedure: To a suspension of 1.2 g of magnesium shavings and a few drops of dibromoethane in 30 ml of ether was added a solution of 8.7 g of 3-bromochlorobenzene in 20 ml of ether at such a rate so as to maintain reflux. After the addition was complete, the mixture was diluted with 30 ml of tetrahydrofuran and then a solution of 6.3 g of 1-[3-(6-fluoro-1,2-benzisoxazol-3-yl)propyl]-4-piperidone in 30 ml of tetrahydrofuran was slowly added. After one hr, the mixture was diluted with ether, poured into 400 ... Conditions: time 1 hour. As a reaction SMILES: [Mg].Br[C:3]1[CH:4]=[C:5]([Cl:9])[CH:6]=[CH:7][CH:8]=1.[F:10][C:11]1[CH:29]=[CH:28][C:14]2[C:15]([CH2:18][CH2:19][CH2:20][N:21]3[CH2:26][CH2:25][C:24](=[O:27])[CH2:23][CH2:22]3)=[N:16][O:17][C:13]=2[CH:12]=1.[Cl-].[NH4+]>BrC(Br)C.CCOCC.O1CCCC1>[ClH:9].[Cl:9][C:5]1[CH:4]=[C:3]([C:24]2([OH:27])[CH2:23][CH2:22][N:21]([CH2:20][CH2:19][CH2:18][C:15]3[C:14]4[CH:28]=[CH:29][C:11]([F:10])=[CH:12][C:13]=4[O:17][N:16]=3)[CH2:26][CH2:25]2)[CH:8]=[CH:7][CH:6]=1 |f:3.4,8.9|. Starting materials: CC(C)(C)OC(=O)NC1CCC(OS(C)(=O)=O)CC1, C[Si](C)(C)N=[N+]=[N-], CN(C)C=O, [Cs+], [F-], O. Yields the product CC(C)(C)OC(=O)NC1CCC(N=[N+]=[N-])CC1. As a reaction SMILES: [C:1]([CH3:2])([CH3:3])([CH3:4])[O:5][C:6](=[O:7])[NH:8][CH:9]1[CH2:10][CH2:11][CH:12]([O:15][S:16]([CH3:17])(=[O:18])=[O:19])[CH2:13][CH2:14]1.[CH3:20][Si:21]([CH3:22])([CH3:23])[N:24]=[N+:25]=[N-:26].[CH3:30][N:31]([CH3:32])[CH:33]=[O:34].[Cs+:28].[F-:27].[OH2:29]>>[C:1]([CH3:2])([CH3:3])([CH3:4])[O:5][C:6](=[O:7])[NH:8][CH:9]1[CH2:10][CH2:11][CH:12]([N:24]=[N+:25]=[N-:26])[CH2:13][CH2:14]1. The reactants are NC1=CC=CC=2CCCCC12 (1-Amino-5,6,7,8-tetrahydronaphthaline), N(C(=O)C)C1=CC=C(C=2CCCCC12)[N+](=O)[O-] (1-acetamino-4-nitro-5,6,7,8-tetrahydronaphthaline), C(C)(=O)NC1=CC=CC=C1 (acetanilide), N(C(=O)C)C1=CC=CC=2CCCCC12 (1-acetamino-5,6,7,8-tetrahydronaphthaline), C(C)(=O)NC1=CC=CC=C1 (acetanilide). Yields the product NC1=CC=C(C=2CCCCC12)[N+](=O)[O-] (1-amino-4-nitro-5,6,7,8-tetrahydronaphthaline). As a reaction SMILES: NC1C2CCCCC=2C=CC=1.N(C1C2CCCCC=2C=CC=1)C(C)=O.C(NC1C=CC=CC=1)(=O)C.[NH:36]([C:40]1[C:49]2[CH2:48][CH2:47][CH2:46][CH2:45][C:44]=2[C:43]([N+:50]([O-:52])=[O:51])=[CH:42][CH:41]=1)C(C)=O>>[NH2:36][C:40]1[C:49]2[CH2:48][CH2:47][CH2:46][CH2:45][C:44]=2[C:43]([N+:50]([O-:52])=[O:51])=[CH:42][CH:41]=1. Reported procedure: 1-Amino-5,6,7,8-tetrahydronaphthaline was converted to 1-acetamino-5,6,7,8-tetrahydronaphthaline according to Method A2a, Step 1. The acetanilide was converted to 1-acetamino-4-nitro-5,6,7,8-tetrahydronaphthaline according according to Method A2a, Step 2. The acetanilide was deprotected according to Method A2a, Step 3 to give 1-amino-4-nitro-5,6,7,8-tetrahydronaphthaline. The aniline was converted to 4-nitro-5,6,7,8-tetrahydro-1-naphthyl isothiocyanate according to Method A2a, Step 3. 1-Amino-1-... Reactants: C1CCOC1, CC(=O)OC(C)(C)C(=O)N1CC(Cc2nc3c(N4CCOCC4)nc(-n4c(C(C)C)nc5ccccc54)nc3n2C)C1, CO, [Li+], [OH-]. Yields the product CC(C)c1nc2ccccc2n1-c1nc(N2CCOCC2)c2nc(CC3CN(C(=O)C(C)(C)O)C3)n(C)c2n1. Reaction SMILES: [CH2:45]1[O:46][CH2:47][CH2:48][CH2:49]1.[CH3:1][C:2]([C:3](=[O:4])[N:5]1[CH2:6][CH:7]([CH2:9][c:10]2[n:11]([CH3:37])[c:12]3[n:13][c:14](-[n:25]4[c:26]([CH:34]([CH3:35])[CH3:36])[n:27][c:28]5[c:29]4[cH:30][cH:31][cH:32][cH:33]5)[n:15][c:16]([N:19]4[CH2:20][CH2:21][O:22][CH2:23][CH2:24]4)[c:17]3[n:18]2)[CH2:8]1)([CH3:38])[O:39][C:40](=[O:41])[CH3:42].[CH3:50][OH:51].[Li+:44].[OH-:43]>>[CH3:1][C:2]([C:3](=[O:4])[N:5]1[CH2:6][CH:7]([CH2:9][c:10]2[n:11]([CH3:37])[c:12]3[n:13][c:14](-[n:25]4[c:26]([CH:34]([CH3:35])[CH3:36])[n:27][c:28]5[c:29]4[cH:30][cH:31][cH:32][cH:33]5)[n:15][c:16]([N:19]4[CH2:20][CH2:21][O:22][CH2:23][CH2:24]4)[c:17]3[n:18]2)[CH2:8]1)([CH3:38])[OH:39]. The reactants are FC1=C(C=CC=C1F)C1=CC=C(C=C1)OCCCCCC=CC(CCCCCCOCC1=CC=CC=C1)CCCCCCOCC1=CC=CC=C1 (2,3-difluoro-4'-[8,8-bis(6-benzyloxyhexyl)-6-octene-1-yl]oxybiphenyl). Reagents/catalysts: [Pd] (Pd-C). Solvent: O1CCCC1 (tetrahydrofuran). Run at time 2 day. The product is FC1=C(C=CC=C1F)C1=CC=C(C=C1)OCCCCCCCC(CCCCCCO)CCCCCCO (2,3-difluoro-4'-[8,8-bis(6-hydroxyhexyl)octyl]oxybiphenyl). Yield: 93.6%. As a reaction SMILES: [F:1][C:2]1[C:7]([F:8])=[CH:6][CH:5]=[CH:4][C:3]=1[C:9]1[CH:14]=[CH:13][C:12]([O:15][CH2:16][CH2:17][CH2:18][CH2:19][CH2:20][CH:21]=[CH:22][CH:23]([CH2:38][CH2:39][CH2:40][CH2:41][CH2:42][CH2:43][O:44]CC2C=CC=CC=2)[CH2:24][CH2:25][CH2:26][CH2:27][CH2:28][CH2:29][O:30]CC2C=CC=CC=2)=[CH:11][CH:10]=1>[Pd].O1CCCC1>[F:1][C:2]1[C:7]([F:8])=[CH:6][CH:5]=[CH:4][C:3]=1[C:9]1[CH:14]=[CH:13][C:12]([O:15][CH2:16][CH2:17][CH2:18][CH2:19][CH2:20][CH2:21][CH2:22][CH:23]([CH2:24][CH2:25][CH2:26][CH2:27][CH2:28][CH2:29][OH:30])[CH2:38][CH2:39][CH2:40][CH2:41][CH2:42][CH2:43][OH:44])=[CH:11][CH:10]=1. Procedure details: First, 3.3 g of 2,3-difluoro-4'-[8,8-bis(6-benzyloxyhexyl)-6-octene-1-yl]oxybiphenyl, 1 g of 10% Pd-C, and 100 ml of tetrahydrofuran were placed in a 200 ml autoclave. The mixture was stirred at room temperature for 2 days under a hydrogen pressure of 10 kg/cm2. A catalyst was filtered away and a filtrate was concentrated. Thereafter, the residue was purified by silica gel column chromatography (eluent: toluene/ethyl acetate=3/2) to obtain 2.3 g of 2,3-difluoro-4'-[8,8-bis(6-hydroxyhexyl)octyl]o... Reactants: CC(C)(C)c1ccc(-n2cc(Br)cc2-c2nnnn2C(c2ccccc2)(c2ccccc2)c2ccccc2)c(CO[SiH](c2ccccc2)c2ccccc2)c1, [Li]CCCC, CN(C)CCN(C)C, CCOC(=O)Cl, C1CCOC1. The product is CCOC(=O)c1cc(-c2nnnn2C(c2ccccc2)(c2ccccc2)c2ccccc2)n(-c2ccc(C(C)(C)C)cc2CO[SiH](c2ccccc2)c2ccccc2)c1. As a reaction SMILES: [Br:1][c:2]1[cH:3][c:4](-[c:32]2[n:33][n:34][n:35][n:36]2[C:37]([c:38]2[cH:39][cH:40][cH:41][cH:42][cH:43]2)([c:44]2[cH:45][cH:46][cH:47][cH:48][cH:49]2)[c:50]2[cH:51][cH:52][cH:53][cH:54][cH:55]2)[n:5](-[c:7]2[c:8]([CH2:17][O:18][SiH:19]([c:20]3[cH:21][cH:22][cH:23][cH:24][cH:25]3)[c:26]3[cH:27][cH:28][cH:29][cH:30][cH:31]3)[cH:9][c:10]([C:13]([CH3:14])([CH3:15])[CH3:16])[cH:11][cH:12]2)[cH:6]1.[CH2:56]([Li:57])[CH2:58][CH2:59][CH3:60].[CH3:72][N:73]([CH2:74][CH2:75][N:76]([CH3:77])[CH3:78])[CH3:79].[Cl:61][C:62](=[O:63])[O:64][CH2:65][CH3:66].[O:67]1[CH2:68][CH2:69][CH2:70][CH2:71]1>>[c:2]1([C:62](=[O:63])[O:64][CH2:65][CH3:66])[cH:3][c:4](-[c:32]2[n:33][n:34][n:35][n:36]2[C:37]([c:38]2[cH:39][cH:40][cH:41][cH:42][cH:43]2)([c:44]2[cH:45][cH:46][cH:47][cH:48][cH:49]2)[c:50]2[cH:51][cH:52][cH:53][cH:54][cH:55]2)[n:5](-[c:7]2[c:8]([CH2:17][O:18][SiH:19]([c:20]3[cH:21][cH:22][cH:23][cH:24][cH:25]3)[c:26]3[cH:27][cH:28][cH:29][cH:30][cH:31]3)[cH:9][c:10]([C:13]([CH3:14])([CH3:15])[CH3:16])[cH:11][cH:12]2)[cH:6]1. The reactants are ClCCl, COS(=O)(=O)F, [Na+], [OH-], NC1=NC(=O)CN1c1ccccc1. The product is CN1C(=N)N(c2ccccc2)CC1=O. As a reaction SMILES: [CH2:22]([Cl:23])[Cl:24].[CH3:14][O:15][S:16]([F:17])(=[O:18])=[O:19].[Na+:21].[OH-:20].[c:1]1([N:7]2[C:8]([NH2:13])=[N:9][C:10](=[O:12])[CH2:11]2)[cH:2][cH:3][cH:4][cH:5][cH:6]1>>[c:1]1([N:7]2[C:8](=[NH:13])[N:9]([CH3:14])[C:10](=[O:12])[CH2:11]2)[cH:2][cH:3][cH:4][cH:5][cH:6]1. The reactants are C(C1=CC=CC=C1)OCCCC=1NC(=C(N1)C(C)C)SC1=CC(=CC(=C1)Cl)Cl (2-(3-benzyloxypropyl)-5-(3,5-dichlorophenylthio)-4-isopropyl-1H-imidazole), [OH-].[Na+] (sodium hydroxide), n-tetrabutylammonium bromide, Cl.ClCC1=CC=NC=C1 (4-chloromethylpyridine hydrochloride). Solvent: O1CCCC1 (tetrahydrofuran), O (water), O (water). Conditions: temperature 50 celsius. Yields the product C(C1=CC=CC=C1)OCCCC=1N(C(=C(N1)C(C)C)SC1=CC(=CC(=C1)Cl)Cl)CC1=CC=NC=C1 (2-(3-benzyloxypropyl)-5-(3,5-dichlorophenylthio)-4-isopropyl-1-(pyridin-4-yl)methyl-1H-imidazole). Reaction SMILES: [CH2:1]([O:8][CH2:9][CH2:10][CH2:11][C:12]1[NH:13][C:14]([S:20][C:21]2[CH:26]=[C:25]([Cl:27])[CH:24]=[C:23]([Cl:28])[CH:22]=2)=[C:15]([CH:17]([CH3:19])[CH3:18])[N:16]=1)[C:2]1[CH:7]=[CH:6][CH:5]=[CH:4][CH:3]=1.[OH-].[Na+].Cl.Cl[CH2:33][C:34]1[CH:39]=[CH:38][N:37]=[CH:36][CH:35]=1>O1CCCC1.O>[CH2:1]([O:8][CH2:9][CH2:10][CH2:11][C:12]1[N:13]([CH2:33][C:34]2[CH:39]=[CH:38][N:37]=[CH:36][CH:35]=2)[C:14]([S:20][C:21]2[CH:26]=[C:25]([Cl:27])[CH:24]=[C:23]([Cl:28])[CH:22]=2)=[C:15]([CH:17]([CH3:19])[CH3:18])[N:16]=1)[C:2]1[CH:3]=[CH:4][CH:5]=[CH:6][CH:7]=1 |f:1.2,3.4|. Procedure: In 50 ml of tetrahydrofuran was dissolved 5.0 g (11.5 mmol.) of imidazole (101e), followed by addition of 5 ml of water and 1.84 g (46 mmol) of sodium hydroxide, and then, 250 mg (0.8 mmol) of n-tetrabutylammonium bromide and 2.3 g (14 mmol) of 4-chloromethylpyridine hydrochloride were further added. The mixture was stirred under heating at 50° C. for 8 hours. After cooling, the reaction mixture was diluted with water and extracted with ethyl acetate. The extract was washed with water, dried ove... Reactants: COC(=O)C(C)(C)c1ccccc1OCc1ccccc1, CC(=O)O, CCOC(C)=O, O, O=[N+]([O-])O, O=S(=O)(O)O. Yields the product COC(=O)C(C)(C)c1cc([N+](=O)[O-])ccc1OCc1ccccc1. Reaction SMILES: [CH3:10][O:11][C:12]([C:13]([CH3:14])([CH3:15])[c:16]1[c:17]([O:22][CH2:23][c:24]2[cH:25][cH:26][cH:27][cH:28][cH:29]2)[cH:18][cH:19][cH:20][cH:21]1)=[O:30].[CH3:32][C:33](=[O:34])[OH:35].[CH3:36][CH2:37][O:38][C:39](=[O:40])[CH3:41].[OH2:31].[OH:6][N+:7]([O-:8])=[O:9].[S:1](=[O:2])(=[O:3])([OH:4])[OH:5]>>[O-:6][N+:7](=[O:9])[c:20]1[cH:19][cH:18][c:17]([O:22][CH2:23][c:24]2[cH:25][cH:26][cH:27][cH:28][cH:29]2)[c:16]([C:13]([C:12]([O:11][CH3:10])=[O:30])([CH3:14])[CH3:15])[cH:21]1.